This data is from the Open Reaction Database (ORD), a public repository of structured organic reaction records. The task is: describe an organic reaction: reactants, conditions, products, and yield The reactants are N1N=CN=C1 (1H-1,2,4-triazole), [O-]P(=O)([O-])[O-].[K+].[K+].[K+] (K3PO4), BrC1=CC=C(C=C1)I (1-bromo-4-iodobenzene), CN[C@@H]1[C@H](CCCC1)NC ((1S,2S)—N1,N2-dimethylcyclohexane-1,2-diamine). Reagents/catalysts: [Cu]I (Copper(I) iodide). The solvent is CS(=O)C (DMSO). Run at temperature 140 celsius, time 30 minute. Product: BrC1=CC=C(C=C1)N1N=CN=C1 (1-(4-bromophenyl)-1H-1,2,4-triazole). Isolated yield 48.9%. Reaction SMILES: [NH:1]1[CH:5]=[N:4][CH:3]=[N:2]1.[O-]P([O-])([O-])=O.[K+].[K+].[K+].[Br:14][C:15]1[CH:20]=[CH:19][C:18](I)=[CH:17][CH:16]=1.CN[C@H]1CCCC[C@@H]1NC>[Cu]I.CS(C)=O>[Br:14][C:15]1[CH:20]=[CH:19][C:18]([N:1]2[CH:5]=[N:4][CH:3]=[N:2]2)=[CH:17][CH:16]=1 |f:1.2.3.4|. Procedure: A mixture of 1H-1,2,4-triazole (122 mg, 1.78 mmol, Aldrich), K3PO4 (751 mg, 3.53 mmol, Aldrich), Copper(I) iodide (33.7 mg, 0.177 mmol, Alfa-Aesar), 1-bromo-4-iodobenzene (500 mg, 1.78 mmol, Aldrich), (1S,2S)—N1,N2-dimethylcyclohexane-1,2-diamine (25 mg, 0.18 mmol, Strem) and DMSO (2 mL) was purged with Argon and then heated under microwave condition at 140° C. for 30 min and then at 160° C. for 30 min. The reaction mixture was diluted with H2O and extracted with EtOAc (2×). The organic layers w... The reactants are [Li+].[OH-] (LiOH), N1=CC=CC=C1 (Pyridine), C1(CC1)C(=O)Cl (cyclopropanecarbonyl chloride), NC1=CNC2=NC=C(C(=C21)N2C[C@@H](CCC2)N(C(OC(C)(C)C)=O)C)Cl ((R)-tert-butyl 1-(3-amino-5-chloro-1H-pyrrolo[2,3-b]pyridin-4-yl)piperidin-3-yl(methyl)carbamate). The solvent is CC#N.O (CH3CN water), CN1CCCC1=O (NMP), C(Cl)Cl (DCM), O (Water). Conditions: time 1 hour. Yields the product ClC=1C(=C2C(=NC1)NC=C2NC(=O)C2CC2)N2C[C@@H](CCC2)N(C(OC(C)(C)C)=O)C ((R)-tert-butyl 1-(5-chloro-3-(cyclopropanecarboxamido)-1H-pyrrolo[2,3-b]pyridin-4-yl)piperidin-3-yl(methyl)carbamate). Yield: 48.0%. As a reaction SMILES: N1C=CC=CC=1.[CH:7]1([C:10](Cl)=[O:11])[CH2:9][CH2:8]1.[NH2:13][C:14]1[C:22]2[C:17](=[N:18][CH:19]=[C:20]([Cl:38])[C:21]=2[N:23]2[CH2:28][CH2:27][CH2:26][C@@H:25]([N:29]([CH3:37])[C:30](=[O:36])[O:31][C:32]([CH3:35])([CH3:34])[CH3:33])[CH2:24]2)[NH:16][CH:15]=1.[Li+].[OH-]>CN1C(=O)CCC1.CC#N.O.C(Cl)Cl.O>[Cl:38][C:20]1[C:21]([N:23]2[CH2:28][CH2:27][CH2:26][C@@H:25]([N:29]([CH3:37])[C:30](=[O:36])[O:31][C:32]([CH3:33])([CH3:34])[CH3:35])[CH2:24]2)=[C:22]2[C:14]([NH:13][C:10]([CH:7]3[CH2:9][CH2:8]3)=[O:11])=[CH:15][NH:16][C:17]2=[N:18][CH:19]=1 |f:3.4,6.7|. Procedure details: Pyridine (1 mL) and cyclopropanecarbonyl chloride (0.413 g, 3.95 mmol) were added to (R)-tert-butyl 1-(3-amino-5-chloro-1H-pyrrolo[2,3-b]pyridin-4-yl)piperidin-3-yl(methyl)carbamate (0.300 g, 0.790 mmol) in NMP (2 mL), and the reaction was stirred at room temperature for 1 hour. 3M aqueous LiOH (3 mL) was then added, and the reaction was stirred for 10 minutes. Water (10 mL) and DCM (10 mL) were then added, and the organic fraction was separated, dried, filtered, and concentrated. The crude resi... Starting materials: C(C)(C)(C)C1=NN=C(S1)NC(=O)[C@H]1NCCCC1 ((S)-Piperidine-2-carboxylic acid (5-tert-butyl-1,3,4-thiadiazol-2-yl)-amide), Cl (hydrochloride), C(C)(=O)O (acetic acid), C(C)OC1(CC1)O[Si](C)(C)C ([(1-ethoxycyclopropyl)oxy]trimethylsilane), C(#N)[BH3-].[Na+] (sodium cyanoborohydride). Run in C(C)(=O)OCC (ethyl acetate), CO (methanol). The product is C(C)(C)(C)C1=NN=C(S1)NC(=O)[C@H]1N(CCCC1)C1CC1 ((S)-1-Cyclopropyl-piperidine-2-carboxylic acid (5-tert-butyl-1,3,4-thiadiazol-2-yl)-amide). As a reaction SMILES: [C:1]([C:5]1[S:9][C:8]([NH:10][C:11]([C@@H:13]2[CH2:18][CH2:17][CH2:16][CH2:15][NH:14]2)=[O:12])=[N:7][N:6]=1)([CH3:4])([CH3:3])[CH3:2].Cl.C(O)(=O)C.C(O[C:27]1(O[Si](C)(C)C)[CH2:29][CH2:28]1)C.C([BH3-])#N.[Na+]>CO.C(OCC)(=O)C>[C:1]([C:5]1[S:9][C:8]([NH:10][C:11]([C@@H:13]2[CH2:18][CH2:17][CH2:16][CH2:15][N:14]2[CH:27]2[CH2:29][CH2:28]2)=[O:12])=[N:7][N:6]=1)([CH3:4])([CH3:2])[CH3:3] |f:4.5|. Procedure: To a solution of (S)-Piperidine-2-carboxylic acid (5-tert-butyl-1,3,4-thiadiazol-2-yl)-amide; hydrochloride (125 mg; 0.41 mmol) in methanol (3 mL) is added acetic acid (0.235 mL; 4.1 mmol), [(1-ethoxycyclopropyl)oxy]trimethylsilane (0.48 mL; 2.4 mmol) and sodium cyanoborohydride (116.25 mg; 1.85 mmol). The reaction mixture is heated at reflux for 5 hours. After cooling, the mixture is diluted with ethyl acetate and washed with saturated NaHCO3 aqueous solution then brine, dried over Na2SO4, filt...